This data is from the Open Reaction Database (ORD), a public repository of structured organic reaction records. The task is: describe an organic reaction: reactants, conditions, products, and yield Reactants: CO, COC(=O)c1c[nH]c(C(=O)c2ccc(Cl)cc2Cl)c1, [Na+], [OH-]. Product: O=C(O)c1c[nH]c(C(=O)c2ccc(Cl)cc2Cl)c1. RXN SMILES: [CH3:22][OH:23].[Cl:1][c:2]1[c:3]([C:4](=[O:5])[c:6]2[cH:7][c:8]([C:11](=[O:12])[O:13][CH3:14])[cH:9][nH:10]2)[cH:15][cH:16][c:17]([Cl:19])[cH:18]1.[Na+:21].[OH-:20]>>[Cl:1][c:2]1[c:3]([C:4](=[O:5])[c:6]2[cH:7][c:8]([C:11](=[O:12])[OH:13])[cH:9][nH:10]2)[cH:15][cH:16][c:17]([Cl:19])[cH:18]1. RXN SMILES: [C:1]([O:2][CH2:5][C:6]([CH:7]1[CH2:8][CH2:9][CH:10]2[CH:11]3[CH2:12][CH2:13][CH:14]4[CH2:15][CH:16]([OH:32])[CH:17]([N:26]5[CH2:27][CH2:28][O:29][CH2:30][CH2:31]5)[CH2:18][C:19]4([CH3:20])[CH:21]3[CH2:22][CH2:23][C:24]12[CH3:25])=[O:33])(=[O:3])[CH3:4].[C:41](=[O:42])([O-:43])[O-:44].[CH3:35][C:36](=[O:37])[O-:38].[CH3:77][S:78]([Cl:79])(=[O:80])=[O:81].[CH3:88][N:89]([CH3:90])[CH:91]=[O:92].[CH3:93][C:94](=[O:95])[OH:96].[CH3:97][OH:98].[CH:106]([Cl:107])([Cl:108])[Cl:109].[I-:40].[K+:34].[K+:39].[K+:45].[K+:46].[Na+:82].[Na+:83].[O-:84][C:85](=[O:86])[O-:87].[OH2:105].[OH:47][CH:48]1[CH:49]([N:50]2[CH2:51][CH2:52][O:53][CH2:54][CH2:55]2)[CH2:56][C:57]2([CH3:58])[CH:59]([CH2:60][CH2:61][CH:62]3[CH:63]2[CH2:64][CH2:65][C:66]2([CH3:67])[CH:68]3[CH2:69][CH2:70][CH:71]2[C:72](=[O:73])[CH2:74][OH:75])[CH2:76]1.[cH:99]1[cH:100][cH:101][n:102][cH:103][cH:104]1>>[CH2:5]([C:6]([CH:7]1[CH2:8][CH2:9][CH:10]2[CH:11]3[CH2:12][CH2:13][CH:14]4[CH2:15][CH:16]([OH:32])[CH:17]([N:26]5[CH2:27][CH2:28][O:29][CH2:30][CH2:31]5)[CH2:18][C:19]4([CH3:20])[CH:21]3[CH2:22][CH2:23][C:24]12[CH3:25])=[O:33])[Cl:79]. The product is CC12CC(N3CCOCC3)C(O)CC1CCC1C2CCC2(C)C(C(=O)CCl)CCC12. The reactants are CC(=O)OCC(=O)C1CCC2C3CCC4CC(O)C(N5CCOCC5)CC4(C)C3CCC12C, O=C([O-])[O-], CC(=O)[O-], CS(=O)(=O)Cl, CN(C)C=O, CC(=O)O, CO, ClC(Cl)Cl, [I-], [K+], [K+], [K+], [K+], [Na+], [Na+], O=C([O-])[O-], O, CC12CC(N3CCOCC3)C(O)CC1CCC1C2CCC2(C)C(C(=O)CO)CCC12, c1ccncc1.